This data is from the Open Reaction Database (ORD), a public repository of structured organic reaction records. The task is: describe an organic reaction: reactants, conditions, products, and yield The reactants are [OH-].[Na+] (NaOH), BrC=1C(=NN2C1C=CC=C2)C2=NC(=CC=C2)C (3-bromo-2-(6-methyl-pyridin-2-yl)-pyrazolo[1,5-a]pyridine), FC1=CC=C(C=C1)B(O)O (p-fluorophenyl-boronic acid). Reagents/catalysts: C=1C=CC(=CC1)[P](C=2C=CC=CC2)(C=3C=CC=CC3)[Pd]([P](C=4C=CC=CC4)(C=5C=CC=CC5)C=6C=CC=CC6)([P](C=7C=CC=CC7)(C=8C=CC=CC8)C=9C=CC=CC9)[P](C=1C=CC=CC1)(C=1C=CC=CC1)C=1C=CC=CC1 ((PPh3)4Pd). The solvent is CCOC(=O)C (EtOAc), COCCOC (DME). Yields the product FC1=CC=C(C=C1)C=1C(=NN2C1C=CC=C2)C2=NC(=CC=C2)C (3-(4-Fluoro-phenyl)-2-(6-methyl-pyridin-2-yl)-pyrazolo[1,5-a]pyridine). Isolated yield 60.1%. Reaction SMILES: Br[C:2]1[C:3]([C:11]2[CH:16]=[CH:15][CH:14]=[C:13]([CH3:17])[N:12]=2)=[N:4][N:5]2[CH:10]=[CH:9][CH:8]=[CH:7][C:6]=12.[F:18][C:19]1[CH:24]=[CH:23][C:22](B(O)O)=[CH:21][CH:20]=1.[OH-].[Na+]>COCCOC.CCOC(C)=O.C1C=CC([P]([Pd]([P](C2C=CC=CC=2)(C2C=CC=CC=2)C2C=CC=CC=2)([P](C2C=CC=CC=2)(C2C=CC=CC=2)C2C=CC=CC=2)[P](C2C=CC=CC=2)(C2C=CC=CC=2)C2C=CC=CC=2)(C2C=CC=CC=2)C2C=CC=CC=2)=CC=1>[F:18][C:19]1[CH:24]=[CH:23][C:22]([C:2]2[C:3]([C:11]3[CH:16]=[CH:15][CH:14]=[C:13]([CH3:17])[N:12]=3)=[N:4][N:5]3[CH:10]=[CH:9][CH:8]=[CH:7][C:6]=23)=[CH:21][CH:20]=1 |f:2.3,^1:45,47,66,85|. Reported procedure: A solution of 3-bromo-2-(6-methyl-pyridin-2-yl)-pyrazolo[1,5-a]pyridine (0.25 g, 0.9 mmol) and p-fluorophenyl-boronic acid (0.15 g, 1.04 mmol), in DME (10 mL) is purged with argon. The solution is treated with NaOH (0.07 g, 1.7 mmol) and (PPh3)4Pd (0.05 g, 0.04 mmol) then heated at reflux overnight. The reaction is then cooled, diluted in EtOAc, and washed with water and brine. The organic solution is dried over MgSO4 and the solvent removed in vacuo. The residue is purified by silica gel column... Starting materials: [H-].[Al+3].[Li+].[H-].[H-].[H-] (lithium aluminum hydride), S(=O)(=O)([O-])[O-].[Na+].[Na+] (sodium sulfate), C(C)OC(=O)C=1C=NN(C1C)C1=NC=CC=C1 (5-methyl-1-pyridin-2-yl-1H-pyrazole-4-carboxylic acid ethyl ester). The solvent is O1CCCC1 (tetrahydrofuran), O1CCCC1 (tetrahydrofuran). Reaction conditions: time 2 hour. Product: CC1=C(C=NN1C1=NC=CC=C1)CO ((5-methyl-1-pyridin-2-yl-1H-pyrazol-4-yl)-methanol). Isolated yield 89.5%. RXN SMILES: [H-].[Al+3].[Li+].[H-].[H-].[H-].C([O:9][C:10]([C:12]1[CH:13]=[N:14][N:15]([C:18]2[CH:23]=[CH:22][CH:21]=[CH:20][N:19]=2)[C:16]=1[CH3:17])=O)C.S([O-])([O-])(=O)=O.[Na+].[Na+]>O1CCCC1>[CH3:17][C:16]1[N:15]([C:18]2[CH:23]=[CH:22][CH:21]=[CH:20][N:19]=2)[N:14]=[CH:13][C:12]=1[CH2:10][OH:9] |f:0.1.2.3.4.5,7.8.9|. Procedure: Add lithium aluminum hydride (0.225 g, 5.92 mmol) to tetrahydrofuran (15 mL) at 0° C. then slowly add 5-methyl-1-pyridin-2-yl-1H-pyrazole-4-carboxylic acid ethyl ester (0.685 g, 2.96 mmol) in tetrahydrofuran (5 mL) dropwise. Warm the mixture to room temperature and stir for 2 hr. then cool the solution to 0° C. Add saturated aqueous sodium sulfate (0.5 mL), warm to room temperature then stir for 2 hr. Filter off the solid materials then dry the solution (sodium sulfate), filter and concentrate t... Reactants: BrB(Br)Br, ClCCl, COCC(C)Oc1cc(Oc2cnc(S(C)(=O)=O)cn2)cc(-c2ccc(-c3nnc(C)o3)[nH]2)c1, [Na+], O=C([O-])O. Yields the product Cc1nnc(-c2ccc(-c3cc(Oc4cnc(S(C)(=O)=O)cn4)cc(OC(C)CO)c3)[nH]2)o1. RXN SMILES: [B:35]([Br:36])([Br:37])[Br:38].[CH2:44]([Cl:45])[Cl:46].[CH3:1][O:2][CH2:3][CH:4]([O:5][c:6]1[cH:7][c:8]([O:9][c:10]2[n:11][cH:12][c:13]([S:16](=[O:17])(=[O:18])[CH3:19])[n:14][cH:15]2)[cH:20][c:21](-[c:23]2[nH:24][c:25](-[c:28]3[o:29][c:30]([CH3:33])[n:31][n:32]3)[cH:26][cH:27]2)[cH:22]1)[CH3:34].[Na+:39].[OH:40][C:41](=[O:42])[O-:43]>>[OH:2][CH2:3][CH:4]([O:5][c:6]1[cH:7][c:8]([O:9][c:10]2[n:11][cH:12][c:13]([S:16](=[O:17])(=[O:18])[CH3:19])[n:14][cH:15]2)[cH:20][c:21](-[c:23]2[nH:24][c:25](-[c:28]3[o:29][c:30]([CH3:33])[n:31][n:32]3)[cH:26][cH:27]2)[cH:22]1)[CH3:34]. Yields the product acyl chloride, O=C1NC(C=C(N1)C(=O)Cl)=O (2,6-dioxo-1,2,3,6-tetrahydropyrimidine-4-carbonyl chloride). Conditions: temperature 55 celsius, time 45 minute. As a reaction SMILES: S(Cl)([Cl:3])=O.[C:5]([OH:15])(=O)[C:6]1[NH:13][C:11](=[O:12])[NH:10][C:8](=[O:9])[CH:7]=1>O>[O:12]=[C:11]1[NH:13][C:6]([C:5]([Cl:3])=[O:15])=[CH:7][C:8](=[O:9])[NH:10]1. The reactants are S(=O)(Cl)Cl (thionyl chloride), S(=O)(Cl)Cl (thionyl chloride), S(=O)(Cl)Cl (thionyl chloride), C(C1=CC(=O)NC(=O)N1)(=O)O (orotic acid). The solvent is O (water). Procedure details: In a dry 2-necked, round bottomed flask, equipped with a magnetic stirrer and fixed with a separatory funnel, containing 13.13 ml (180 mmol) of thionyl chloride, and a water condenser, is placed 15.61 g (100 mmol) of orotic acid. Addition of the thionyl chloride is completed with heating to about 55° C. over the course of about 45 minutes. When addition of the thionyl chloride is complete the mixture is heated and stirred for an additional 45 minutes. The water condenser is then replaced with a ... Starting materials: CC(C)(O)C1CN(Cc2ccccc2)CCN1, [Na+], [OH-], O. The product is C=C(C)C1CN(Cc2ccccc2)CCN1. RXN SMILES: [CH3:1][C:2]([OH:3])([CH:4]1[NH:5][CH2:6][CH2:7][N:8]([CH2:10][c:11]2[cH:12][cH:13][cH:14][cH:15][cH:16]2)[CH2:9]1)[CH3:17].[Na+:19].[OH-:18].[OH2:20]>>[CH2:1]=[C:2]([CH:4]1[NH:5][CH2:6][CH2:7][N:8]([CH2:10][c:11]2[cH:12][cH:13][cH:14][cH:15][cH:16]2)[CH2:9]1)[CH3:17]. The reactants are O=C([O-])O, COC(=O)c1ccc(CC#N)cc1, CO, Cl, NO, [Na+]. Product: COC(=O)c1ccc(CC(N)=NO)cc1. As a reaction SMILES: [C:14](=[O:15])([O-:16])[OH:17].[C:1](#[N:2])[CH2:3][c:4]1[cH:5][cH:6][c:7]([C:8](=[O:9])[O:10][CH3:11])[cH:12][cH:13]1.[CH3:22][OH:23].[ClH:19].[NH2:20][OH:21].[Na+:18]>>[C:1]([NH2:2])([CH2:3][c:4]1[cH:5][cH:6][c:7]([C:8](=[O:9])[O:10][CH3:11])[cH:12][cH:13]1)=[N:20][OH:21].